This data is from the Open Reaction Database (ORD), a public repository of structured organic reaction records. The task is: describe an organic reaction: reactants, conditions, products, and yield The reactants are ClCC(=O)C1=C(C=C(C=C1)NC(C)=O)C(C)C (N-[4-(2-chloro-acetyl)-3-isopropyl-phenyl]-acetamide), Cl.N1(CCNCC1)C1=NSC2=C1C=CC=C2 (3-piperazin-1-yl-benzo[d]isothiazole hydrochloride), hydrochloride salt, dioxane HCl(gas). The product is S1N=C(C2=C1C=CC=C2)N2CCN(CC2)CC(=O)C2=C(C=C(C=C2)NC(C)=O)C(C)C (N-{4-[2-(4-benzo[d]isothiazol-3-yl-piperazin-1-yl)-acetyl]-3-isopropyl-phenyl}-acetamide). The yield is 66.7%. Reaction SMILES: Cl[CH2:2][C:3]([C:5]1[CH:10]=[CH:9][C:8]([NH:11][C:12](=[O:14])[CH3:13])=[CH:7][C:6]=1[CH:15]([CH3:17])[CH3:16])=[O:4].Cl.[N:19]1([C:25]2[C:29]3[CH:30]=[CH:31][CH:32]=[CH:33][C:28]=3[S:27][N:26]=2)[CH2:24][CH2:23][NH:22][CH2:21][CH2:20]1>>[S:27]1[C:28]2[CH:33]=[CH:32][CH:31]=[CH:30][C:29]=2[C:25]([N:19]2[CH2:20][CH2:21][N:22]([CH2:2][C:3]([C:5]3[CH:10]=[CH:9][C:8]([NH:11][C:12](=[O:14])[CH3:13])=[CH:7][C:6]=3[CH:15]([CH3:17])[CH3:16])=[O:4])[CH2:23][CH2:24]2)=[N:26]1 |f:1.2|. Procedure: Starting with N-[4-(2-chloro-acetyl)-3-isopropyl-phenyl]-acetamide (0.876 g, 3.453 mmol), and 3-piperazin-1-yl-benzo[d]isothiazole hydrochloride (0.883 g, 3.453 mmol) and following the procedure as outlined in Example 517, N-{4-[2-(4-benzo[d]isothiazol-3-yl-piperazin-1-yl)-acetyl]-3-isopropyl-phenyl}-acetamide (0.1.0 g, 2.302 mmol) was obtained as its hydrochloride salt from treatment with dioxane/HCl(gas). Yield=67%. 100% purity at 254 nM. 1H NMR (400 MHz, DMSO-d6) δ 10.44–10.29 (bm, 2H), 8.13 ... The reactants are NC=1C=CC(=C(C1)NS(=O)(=O)C1=CC=CC=2C1=NSN2)C(=O)N2CCCCC2 (benzo[1,2,5]thiadiazole-4-sulfonic acid [5-amino-2-(piperidine-1-carbonyl)-phenyl]-amide), C1(CCCCC1)C=O (cyclohexanecarboxaldehyde), [OH-].[Na+] (NaOH), C(C)(=O)O[BH-](OC(C)=O)OC(C)=O.[Na+] (sodium triacetoxyborohydride). Run in ClC(C)Cl (dichloroethane), C(Cl)Cl (DCM). Conditions: time 12 hour. Yields the product C1(CCCCC1)CNC=1C=CC(=C(C1)NS(=O)(=O)C1=CC=CC=2C1=NSN2)C(=O)N2CCCCC2 (Benzo[1,2,5]thiadiazole-4-sulfonic acid [5-(cyclohexylmethyl-amino)-2-(piperidine-1-carbonyl)-phenyl]-amide). The yield is 33.3%. As a reaction SMILES: [NH2:1][C:2]1[CH:3]=[CH:4][C:5]([C:21]([N:23]2[CH2:28][CH2:27][CH2:26][CH2:25][CH2:24]2)=[O:22])=[C:6]([NH:8][S:9]([C:12]2[C:17]3=[N:18][S:19][N:20]=[C:16]3[CH:15]=[CH:14][CH:13]=2)(=[O:11])=[O:10])[CH:7]=1.[CH:29]1([CH:35]=O)[CH2:34][CH2:33][CH2:32][CH2:31][CH2:30]1.C(O[BH-](OC(=O)C)OC(=O)C)(=O)C.[Na+].[OH-].[Na+]>ClC(Cl)C.C(Cl)Cl>[CH:29]1([CH2:35][NH:1][C:2]2[CH:3]=[CH:4][C:5]([C:21]([N:23]3[CH2:24][CH2:25][CH2:26][CH2:27][CH2:28]3)=[O:22])=[C:6]([NH:8][S:9]([C:12]3[C:17]4=[N:18][S:19][N:20]=[C:16]4[CH:15]=[CH:14][CH:13]=3)(=[O:11])=[O:10])[CH:7]=2)[CH2:34][CH2:33][CH2:32][CH2:31][CH2:30]1 |f:2.3,4.5|. Reported procedure: To a stirred solution of benzo[1,2,5]thiadiazole-4-sulfonic acid [5-amino-2-(piperidine-1-carbonyl)-phenyl]-amide (EXAMPLE 24; 50 mg, 0.12 mmol) in dichloroethane (4 mL) was added cyclohexanecarboxaldehyde (43 μL, 0.36 mmol), followed by sodium triacetoxyborohydride (50 mg, 0.24 mmol). The reaction mixture was stirred for 12 h at room temperature. 1 M NaOH was added until the solution became basic. The mixture was taken up in 5 mL of DCM and washed with water and aqueous NaHCO3. The organic laye... Reactants: BrC1=C(CN2CCCC2)C=C(C(=C1)F)F (1-(2-bromo-4,5-difluorobenzyl)pyrrolidine), C([O-])([O-])=O.[K+].[K+] (potassium carbonate), O (water), NC1=NC2=CC=C(C=C2C(=N1)C(=O)N1CC2=CC=CC=C2C1)B1OC(C(O1)(C)C)(C)C ([2-amino-6-(4,4,5,5-tetramethyl-1,3,2-dioxaborolan-2-yl)quinazolin-4-yl]-(1,3-dihydroisoindol-2-yl)methanone). Reagents/catalysts: C1=CC=C(C=C1)P([C-]2C=CC=C2)C3=CC=CC=C3.C1=CC=C(C=C1)P([C-]2C=CC=C2)C3=CC=CC=C3.Cl[Pd]Cl.[Fe+2] ([1,1′-bis(diphenylphosphino)ferrocene]-palladium(II) dichloride). Solvent: C(C)O (ethanol). Reaction conditions: temperature 120 celsius. Yields the product NC1=NC2=CC=C(C=C2C(=N1)C(=O)N1CC2=CC=CC=C2C1)C1=C(C=C(C(=C1)F)F)CN1CCCC1 ([2-Amino-6-(4,5-difluoro-2-pyrrolidin-1-ylmethylphenyl)quinazolin-4-yl]-(1,3-dihydroisoindol-2-yl)methanone). RXN SMILES: Br[C:2]1[CH:13]=[C:12]([F:14])[C:11]([F:15])=[CH:10][C:3]=1[CH2:4][N:5]1[CH2:9][CH2:8][CH2:7][CH2:6]1.C(=O)([O-])[O-].[K+].[K+].O.[NH2:23][C:24]1[N:33]=[C:32]([C:34]([N:36]2[CH2:44][C:43]3[C:38](=[CH:39][CH:40]=[CH:41][CH:42]=3)[CH2:37]2)=[O:35])[C:31]2[C:26](=[CH:27][CH:28]=[C:29](B3OC(C)(C)C(C)(C)O3)[CH:30]=2)[N:25]=1>C(O)C.C1C=CC(P(C2C=CC=CC=2)[C-]2C=CC=C2)=CC=1.C1C=CC(P(C2C=CC=CC=2)[C-]2C=CC=C2)=CC=1.Cl[Pd]Cl.[Fe+2]>[NH2:23][C:24]1[N:33]=[C:32]([C:34]([N:36]2[CH2:37][C:38]3[C:43](=[CH:42][CH:41]=[CH:40][CH:39]=3)[CH2:44]2)=[O:35])[C:31]2[C:26](=[CH:27][CH:28]=[C:29]([C:2]3[CH:13]=[C:12]([F:14])[C:11]([F:15])=[CH:10][C:3]=3[CH2:4][N:5]3[CH2:9][CH2:8][CH2:7][CH2:6]3)[CH:30]=2)[N:25]=1 |f:1.2.3,7.8.9.10|. Procedure details: 129 mg of 1-(2-bromo-4,5-difluorobenzyl)pyrrolidine, 100 mg of potassium carbonate, 7 μl of water and 17 mg of [1,1′-bis(diphenylphosphino)ferrocene]-palladium(II) dichloride are added to a solution of 150 mg of [2-amino-6-(4,4,5,5-tetramethyl-1,3,2-dioxaborolan-2-yl)quinazolin-4-yl]-(1,3-dihydroisoindol-2-yl)methanone in 4 ml of ethanol under argon. The mixture is heated at 120° C. for 30 min; the hot mixture is filtered through kieselguhr, and the filtrate is evaporated and purified by chromat... Reactants: O=C1C(CCC1)C(=O)OCC (ethyl 2-oxocyclopentanecarboxylate), C1=CC=CC=C1 (benzene), C(=C)C(=O)C (methyl vinyl ketone). Solvent: C(C)N(CC)CC (triethylamine). Yields the product O=C1C(CCC1)(C(=O)OCC)CCC(C)=O (1 - Ethyl 2-oxo-1-(3-oxobutyl)cyclopentancarboxylate). Reaction SMILES: [O:1]=[C:2]1[CH2:6][CH2:5][CH2:4][CH:3]1[C:7]([O:9][CH2:10][CH3:11])=[O:8].C1C=CC=CC=1.[CH:18]([C:20]([CH3:22])=[O:21])=[CH2:19]>C(N(CC)CC)C>[O:1]=[C:2]1[CH2:6][CH2:5][CH2:4][C:3]1([CH2:19][CH2:18][C:20](=[O:21])[CH3:22])[C:7]([O:9][CH2:10][CH3:11])=[O:8]. Procedure details: A mixture of 102.0 g of ethyl 2-oxocyclopentanecarboxylate, 300 ml of benzene, 67 ml of methyl vinyl ketone and 20 ml of triethylamine was allowed to stir magnetically at reflux for 2.5 hours. Concentration followed by Claisen distillation gave 128 g of product. The reactants are [Cl-].[Al+3].[Cl-].[Cl-] (Aluminum chloride), Cl (HCl), [I-].[Na+] (sodium iodide), ClC=1C2=C(SC1C(=O)N1CCOCC1)C=C(C(=C2)OC)OC ((3-Chloro-5,6-dimethoxy-benzo[b]thiophen-2-yl)-morpholin-4-yl-methanone), S(=O)([O-])[O-].[Na+].[Na+] (sodium sulfite). The solvent is C(C)#N (acetonitrile), O (water). Reaction conditions: temperature 50 celsius, time 8 hour. Yields the product ClC=1C2=C(SC1C(=O)N1CCOCC1)C=C(C(=C2)O)O ((3-Chloro-5,6-dihydroxy-benzo[b]thiophen-2-yl)-morpholin-4-yl-methanone). RXN SMILES: [Cl-].[Al+3].[Cl-].[Cl-].[I-].[Na+].[Cl:7][C:8]1[C:9]2[CH:24]=[C:23]([O:25]C)[C:22]([O:27]C)=[CH:21][C:10]=2[S:11][C:12]=1[C:13]([N:15]1[CH2:20][CH2:19][O:18][CH2:17][CH2:16]1)=[O:14].Cl.S([O-])([O-])=O.[Na+].[Na+]>O.C(#N)C>[Cl:7][C:8]1[C:9]2[CH:24]=[C:23]([OH:25])[C:22]([OH:27])=[CH:21][C:10]=2[S:11][C:12]=1[C:13]([N:15]1[CH2:16][CH2:17][O:18][CH2:19][CH2:20]1)=[O:14] |f:0.1.2.3,4.5,8.9.10|. Procedure: Aluminum chloride (6.62 g) was gradually added into cool acetonitrile (14.7 ml) at 10° C. and then sodium iodide (5.57 g) was added. The solution was stirred at room temperature 30 min. (3-Chloro-5,6-dimethoxy-benzo[b]thiophen-2-yl)-morpholin-4-yl-methanone (2.1 g) from Example 8 was added. The solution was stirred at 50° C. five hours and at room temperature overnight. 2N HCl (8.4 ml) was added into the cool reaction solution and then sodium sulfite (1.58 g) and water (35 ml) were added. The mi... The reactants are CO, O=C(Nc1ccc([N+](=O)[O-])cc1)c1ccccc1, NC(=O)c1ccccc1, N. Yields the product Nc1ccc([N+](=O)[O-])cc1. RXN SMILES: [CH3:29][OH:30].[N+:2](=[O:3])([O-:4])[c:5]1[cH:6][cH:7][c:8]([NH:9][C:10](=[O:11])[c:12]2[cH:13][cH:14][cH:15][cH:16][cH:17]2)[cH:18][cH:19]1.[NH2:20][C:21]([c:22]1[cH:23][cH:24][cH:25][cH:26][cH:27]1)=[O:28].[NH3:1]>>[N+:2](=[O:3])([O-:4])[c:5]1[cH:6][cH:7][c:8]([NH2:9])[cH:18][cH:19]1. Reactants: O=C1CCO1, C1CCOC1, Fc1ccc(S)cc1, [H-], [Na+]. The product is O=C(O)CCSc1ccc(F)cc1. As a reaction SMILES: [C:9]1(=[O:13])[CH2:10][CH2:11][O:12]1.[CH2:16]1[O:17][CH2:18][CH2:19][CH2:20]1.[F:1][c:2]1[cH:3][cH:4][c:5]([SH:8])[cH:6][cH:7]1.[H-:14].[Na+:15]>>[F:1][c:2]1[cH:3][cH:4][c:5]([S:8][CH2:11][CH2:10][C:9](=[O:12])[OH:13])[cH:6][cH:7]1. Reactants: BrBr (bromine), ClC1=C(C(=CC=C1)F)C1=NN(C(=N1)C1=CSC=C1C)C (3-(2-chloro-6-fluorophenyl)-1-methyl-5-(4-methylthien-3-yl)-1H-1,2,4-triazole), O (water). The solvent is C(C)(=O)O (acetic acid), C(C)(=O)O (acetic acid). Run at temperature 45 celsius, time 14 hour. Product: ClC1=C(C(=CC=C1)F)C1=NN(C(=N1)C1=CSC(=C1C)Br)C (3-(2-Chloro-6-fluorophenyl)-(5-bromo-4-methylthien-3-yl)-1-methyl-1H-1,2,4-triazole). As a reaction SMILES: [Cl:1][C:2]1[CH:7]=[CH:6][CH:5]=[C:4]([F:8])[C:3]=1[C:9]1[N:13]=[C:12]([C:14]2[C:18]([CH3:19])=[CH:17][S:16][CH:15]=2)[N:11]([CH3:20])[N:10]=1.[Br:21]Br.O>C(O)(=O)C>[Cl:1][C:2]1[CH:7]=[CH:6][CH:5]=[C:4]([F:8])[C:3]=1[C:9]1[N:13]=[C:12]([C:14]2[C:18]([CH3:19])=[C:17]([Br:21])[S:16][CH:15]=2)[N:11]([CH3:20])[N:10]=1. Procedure details: A suspension of 3-(2-chloro-6-fluorophenyl)-1-methyl-5-(4-methylthien-3-yl)-1H-1,2,4-triazole (2.35 g, 7.6 mmol) in glacial acetic acid (15 mL) was heated to 45° C. in order to effect solubilization. After cooling to 10° C., a solution of bromine (1.34 g, 0.43 mL, 8.4 mmol) in glacial acetic acid (4 mL) was added and the thick gel formed was stirred for 14 hours at room temperature. The reaction mixture was poured into cold water (100 mL) and extracted with ether (3×70 mL). The combined ethereal... Starting materials: C(C)OC(=O)C=1NC=C(C1)C (4-methyl-2-pyrrolecarboxylic acid ethyl ester), [H-].[Na+] (NaH), CI (MeI). The solvent is C1CCOC1 (THF). Run at time 10 minute. Yields the product CN1C(=CC(=C1)C)C(=O)OCC (ethyl 1,4-dimethyl-1H-pyrrole-2-carboxylate). Reaction SMILES: [CH2:1]([O:3][C:4]([C:6]1[NH:7][CH:8]=[C:9]([CH3:11])[CH:10]=1)=[O:5])[CH3:2].[H-].[Na+].[CH3:14]I>C1COCC1>[CH3:14][N:7]1[CH:8]=[C:9]([CH3:11])[CH:10]=[C:6]1[C:4]([O:3][CH2:1][CH3:2])=[O:5] |f:1.2|. Reported procedure: To a solution of 4-methyl-2-pyrrolecarboxylic acid ethyl ester (100 mg, 0.653 mmol) in THF (2.5 mL), was added NaH (31.3 mg, 0.783 mmol). The mixture was stirred for 10 min and then MeI (0.061 mL, 0.979 mmol) was added dropwise. The resulting mixture was stirred overnight. The reaction was quenched with sat. NH4Cl. The aqueous layer was extracted with EtOAc (3×). The combined organic layers were washed with brine (1×), dried (Na2SO4) and concentrated in vacuo. The residue was purified by prepara... The product is C(C=C)C=1C=C(C=CC1O)COCC(=O)OC (methyl (3-allyl-4-hydroxyphenyl)methyloxyacetate). Reported procedure: A mixture of methyl 4-allyloxyphenylmethyloxyacetate (2.00 g) and diphenyl ether (14 ml) was heated at 200° C. in an atmosphere of argon for 9 hours. The mixture was cooled to ambient temperature and purified by flash column chromatography on silica gel using a 4:1 (v/v) mixture of hexane and ethyl acetate as eluent to give methyl (3-allyl-4-hydroxyphenyl)methyloxyacetate (435 mg) as a colourless oil; NMR(CDCl3): 3.38(2H,d), 3.75(3H,s), 4.07(2H,s), 4.52(2H,s), 5.12(2H,m), 6.00(1H,m), 6.78(1H,m) ... Reactants: C(C=C)OC1=CC=C(C=C1)COCC(=O)OC (methyl 4-allyloxyphenylmethyloxyacetate), C1(=CC=CC=C1)OC1=CC=CC=C1 (diphenyl ether). Reaction conditions: temperature 200 celsius. Reaction SMILES: C([O:4][C:5]1[CH:10]=[CH:9][C:8]([CH2:11][O:12][CH2:13][C:14]([O:16][CH3:17])=[O:15])=[CH:7][CH:6]=1)C=C.[C:18]1(OC2C=CC=CC=2)[CH:23]=CC=C[CH:19]=1>>[CH2:23]([C:10]1[CH:9]=[C:8]([CH2:11][O:12][CH2:13][C:14]([O:16][CH3:17])=[O:15])[CH:7]=[CH:6][C:5]=1[OH:4])[CH:18]=[CH2:19].